Dataset: the Open Reaction Database (ORD), a public repository of structured organic reaction records. Task: describe an organic reaction: reactants, conditions, products, and yield The reactants are COC(CCCCCC1=NN(C=2CCCCC12)C1=CC=C(C=C1)[N+](=O)[O-])=O (1-(4-Nitrophenyl)-4,5,6,7-tetrahydro-1H-indazole-3-hexanoic acid methyl ester), [OH-].[Na+] (sodium hydroxide). The solvent is CO (methanol). Yields the product [N+](=O)([O-])C1=CC=C(C=C1)N1N=C(C=2CCCCC12)CCCCCC(=O)O (1-(4-Nitrophenyl)-4,5,6,7-tetrahydro-1H-indazole-3-hexanoic acid). Yield: 77.9%. RXN SMILES: C[O:2][C:3](=[O:27])[CH2:4][CH2:5][CH2:6][CH2:7][CH2:8][C:9]1[C:17]2[CH2:16][CH2:15][CH2:14][CH2:13][C:12]=2[N:11]([C:18]2[CH:23]=[CH:22][C:21]([N+:24]([O-:26])=[O:25])=[CH:20][CH:19]=2)[N:10]=1.[OH-].[Na+]>CO>[N+:24]([C:21]1[CH:22]=[CH:23][C:18]([N:11]2[C:12]3[CH2:13][CH2:14][CH2:15][CH2:16][C:17]=3[C:9]([CH2:8][CH2:7][CH2:6][CH2:5][CH2:4][C:3]([OH:27])=[O:2])=[N:10]2)=[CH:19][CH:20]=1)([O-:26])=[O:25] |f:1.2|. Procedure: A solution of the compound of Example 63 (0.20 g) in methanol (20 ml) was treated with N sodium hydroxide (7.5 ml) and heated at reflux temperature for 30 minutes. The cooled solution was acidified and the precipitate was crystallized from acetonitrile to yield pure title compound (0.15 g), m.p. 119°-121° C. Starting materials: [OH-].[Na+] (sodium hydroxide), ClC1=NC=2C=CC=CC2C2=C1N=CN2CC(C)C (4-chloro-1-isobutyl-1H-imidazo[4,5-c]-quinoline), C(=O)N (formamide). The solvent is O (Water), O (water). Run at temperature 140 celsius, time 2 hour. The product is NC1=NC=2C=CC=CC2C2=C1N=CN2CC(C)C (4-amino-1-isobutyl-1H-imidazo[4,5-c]quinoline). Isolated yield 84.5%. RXN SMILES: Cl[C:2]1[C:11]2[N:12]=[CH:13][N:14]([CH2:15][CH:16]([CH3:18])[CH3:17])[C:10]=2[C:9]2[CH:8]=[CH:7][CH:6]=[CH:5][C:4]=2[N:3]=1.C([NH2:21])=O.[OH-].[Na+]>O>[NH2:21][C:2]1[C:11]2[N:12]=[CH:13][N:14]([CH2:15][CH:16]([CH3:18])[CH3:17])[C:10]=2[C:9]2[CH:8]=[CH:7][CH:6]=[CH:5][C:4]=2[N:3]=1 |f:2.3|. Procedure details: A mixture of 4-chloro-1-isobutyl-1H-imidazo[4,5-c]-quinoline (50.0 g, 0.192 mol) and formamide (125 ml, 3.136 mole, 16.3 equiv.) was heated at about 140° C. under nitrogen atmosphere for 26 hours. Then, the reaction mixture was cooled to 95° C. and water (10 ml) was added. The reaction mixture was heated at this temperature for 2 hours. Water (250 ml) and 47% aqueous sodium hydroxide solution were then added to produce a pH of about 9 and the mixture was stirred at ambient temperature for 2 hour...